describe an organic reaction: reactants, conditions, products, and yield From a dataset of the Open Reaction Database (ORD), a public repository of structured organic reaction records. The reactants are C=1(C(=CC=CC1)N=C=O)C (o-tolyl isocyanate), NC1=CC=C(C=C1)CC(=O)O (p-aminophenylacetic acid), CCOC(=O)C (EtOAc). Solvent: CSC (DMS). Conditions: time 1 hour. The product is CC1=C(C=CC=C1)NC(=O)NC1=CC=C(C=C1)CC(=O)O (4-(2-methylphenylaminocarbonylamino)phenylacetic Acid). Reaction SMILES: [NH2:1][C:2]1[CH:7]=[CH:6][C:5]([CH2:8][C:9]([OH:11])=[O:10])=[CH:4][CH:3]=1.[C:12]1([CH3:21])[C:13]([N:18]=[C:19]=[O:20])=[CH:14][CH:15]=[CH:16][CH:17]=1.CCOC(C)=O>CSC>[CH3:21][C:12]1[CH:17]=[CH:16][CH:15]=[CH:14][C:13]=1[NH:18][C:19]([NH:1][C:2]1[CH:3]=[CH:4][C:5]([CH2:8][C:9]([OH:11])=[O:10])=[CH:6][CH:7]=1)=[O:20]. Reported procedure: To a suspension of p-aminophenylacetic acid (56.8 g, 376 mmol) in DMS (150 mL) was added o-tolyl isocyanate (50 g, 376 mmol) dropwise. The reaction mixture was allowed to stir 1 hour, and was poured into EtOAc (1.75 L) with stirring. The precipitate was collected and washed with EtOAc (400 mL) and MeCN (400 mL) to provide oMePUPA (80 g, 75%). ESMS m/z (M+H+) 285.1.